From a dataset of the Open Reaction Database (ORD), a public repository of structured organic reaction records. describe an organic reaction: reactants, conditions, products, and yield Starting materials: C30H37Cl2N5O2, ClC1=C(C(=O)O)C=CC(=C1)C(=O)NC(C)C1=NC2=C(N1)C=CC(=C2)Cl (rac.-2-chloro-4-{N-[1-(5-chloro-1H-benzimidazol-2-yl)ethyl]aminocarbonyl}benzoic acid), C1(CCCCC1)N(C)CC1NCCCC1 (2-(N-cyclohexyl-N-methylaminomethyl)piperidine), C(C)(C)N(CC)C(C)C (diisopropylethylamine), ClCl (chlorine). The solvent is CS(=O)C (DMSO). Yields the product ClC=1C=C(C(=O)NC(C)C2=NC3=C(N2)C=CC(=C3)Cl)C=CC1C(=O)N1C(CCCC1)CN(C)C1CCCCC1 (3-chloro-N-[1-(5-chloro-1H-benzimidazol-2-yl)ethyl]-4-[2-(N-cyclohexyl-N-methylaminomethyl)piperidin-1-ylcarbonyl]benzamide). Reaction SMILES: [Cl:1][C:2]1[CH:10]=[C:9]([C:11]([NH:13][CH:14]([C:16]2[NH:20][C:19]3[CH:21]=[CH:22][C:23]([Cl:25])=[CH:24][C:18]=3[N:17]=2)[CH3:15])=[O:12])[CH:8]=[CH:7][C:3]=1[C:4]([OH:6])=O.[CH:26]1([N:32]([CH2:34][CH:35]2[CH2:40][CH2:39][CH2:38][CH2:37][NH:36]2)[CH3:33])[CH2:31][CH2:30][CH2:29][CH2:28][CH2:27]1.C(N(C(C)C)CC)(C)C.ClCl>CS(C)=O>[Cl:1][C:2]1[CH:10]=[C:9]([CH:8]=[CH:7][C:3]=1[C:4]([N:36]1[CH2:37][CH2:38][CH2:39][CH2:40][CH:35]1[CH2:34][N:32]([CH:26]1[CH2:31][CH2:30][CH2:29][CH2:28][CH2:27]1)[CH3:33])=[O:6])[C:11]([NH:13][CH:14]([C:16]1[NH:20][C:19]2[CH:21]=[CH:22][C:23]([Cl:25])=[CH:24][C:18]=2[N:17]=1)[CH3:15])=[O:12]. Reported procedure: Prepared analogously to Example 1d from rac.-2-chloro-4-{N-[1-(5-chloro-1H-benzimidazol-2-yl)ethyl]aminocarbonyl}benzoic acid, 2-(N-cyclohexyl-N-methylaminomethyl)piperidine, PFTU, and diisopropylethylamine in DMSO at ambient temperature. HPLC-MS results: retention time: 4.25 minutes; C30H37Cl2N5O2 (570.56); mass spectrum: (M−H)−=570/572/574 (chlorine isotope). Starting materials: CC1(C2=C(OC1=O)C=CC1=CC=C(C=C12)C(C(F)(F)F)OS(=O)(=O)C1=CC=C(C)C=C1)C (1,1-dimethyl-8-(2,2,2-trifluoro-1-tosyloxyethyl)-2(1H)-naphtho[2,1-b]furanone), N1N=CN=C1 (1,2,4-triazole), O (water). The solvent is S1(CCCC1)(=O)=O (tetrahydrothiophen-1,1-dioxide). The product is CC1(C2=C(OC1=O)C=CC1=CC=C(C=C12)C(C(F)(F)F)N1N=CN=C1)C (1,1-dimethyl-8-[1-(1H-1,2,4-triazol-1-yl)-2,2,2-trifluoroethyl]-2(1H)-naphtho[2,1-b]furanone). As a reaction SMILES: [CH3:1][C:2]1([CH3:32])[C:6](=[O:7])[O:5][C:4]2[CH:8]=[CH:9][C:10]3[C:15]([C:3]1=2)=[CH:14][C:13]([CH:16](OS(C1C=CC(C)=CC=1)(=O)=O)[C:17]([F:20])([F:19])[F:18])=[CH:12][CH:11]=3.[NH:33]1[CH:37]=[N:36][CH:35]=[N:34]1.O>S1(=O)(=O)CCCC1>[CH3:1][C:2]1([CH3:32])[C:6](=[O:7])[O:5][C:4]2[CH:8]=[CH:9][C:10]3[C:15]([C:3]1=2)=[CH:14][C:13]([CH:16]([N:33]1[CH:37]=[N:36][CH:35]=[N:34]1)[C:17]([F:20])([F:19])[F:18])=[CH:12][CH:11]=3. Procedure: A solution of 1,1-dimethyl-8-(2,2,2-trifluoro-1-tosyloxyethyl)-2(1H)-naphtho[2,1-b]furanone and 1,2,4-triazole (0.5 g) in tetrahydrothiophen-1,1-dioxide (1 ml) was heated at 140° for 18 h. The mixture was treated with water (20 ml) and extracted twice with diethyl ether, and the combined ether extracts were dried and evaporated to dryness under reduced pressure. The residue was purified by flash chromatography, using ethyl acetate: pentane, 1:1 v/v, as eluant, to give 1,1-dimethyl-8-[1-(1H-1,2,4... Reactants: C(C)C1=C(NC2=CC=CC=C12)C(=O)NC (3-ethyl-N-methyl-1H-indole-2-carboxamide), ice, [H-].[Al+3].[Li+].[H-].[H-].[H-] (lithium aluminium hydride). The solvent is O1CCOCC1 (dioxane), O1CCOCC1 (dioxane). Product: C(C)C1=C(NC2=CC=CC=C12)CNC ((3-ethyl-1H-indol-2-yl)-N-methylmethanamine). Yield: 60.9%. Reaction SMILES: [CH2:1]([C:3]1[C:11]2[C:6](=[CH:7][CH:8]=[CH:9][CH:10]=2)[NH:5][C:4]=1[C:12]([NH:14][CH3:15])=O)[CH3:2].[H-].[Al+3].[Li+].[H-].[H-].[H-]>O1CCOCC1>[CH2:1]([C:3]1[C:11]2[C:6](=[CH:7][CH:8]=[CH:9][CH:10]=2)[NH:5][C:4]=1[CH2:12][NH:14][CH3:15])[CH3:2] |f:1.2.3.4.5.6|. Reported procedure: A solution of 3-ethyl-N-methyl-1H-indole-2-carboxamide (970 mg, 4.80 mmol) in dioxane was added slowly to an ice-cooled solution of lithium aluminium hydride (273 mg, 72 mmol) in dioxane (10 mL). The mixture was stirred at reflux overnight. Excess lithium aluminium hydride was quenched with 15% NaOH (2 mL) and the mixture separated. The aqueous phase was washed twice with ethyl acetate and the combined organic phases dried to afford the title compound (550 mg, 61%). 1H NMR (400 MHz, DMSO-d6) δ 1...